Dataset: the Open Reaction Database (ORD), a public repository of structured organic reaction records. Task: describe an organic reaction: reactants, conditions, products, and yield Reactants: ClC=1C=C2C(=NC1C1=CC=C(C=C1)C1=CC=CC=C1)N=C(N2)O[C@H]2[C@@H]1[C@H](OC2)[C@@](CO1)(O)CC=O (2-[(3R,3aR,6R,6aS)-3-[[6-chloro-5-(4-phenylphenyl)-1H-imidazo[4,5-b]pyridin-2-yl]oxy]-6-hydroxy-3,3a,5,6a-tetrahydro-2H-furo[3,2-b]furan-6-yl]acetaldehyde), [BH4-].[Na+] (Sodium boro-hydride). Run in CO (methanol). Reaction conditions: temperature 0 celsius. Product: ClC=1C=C2C(=NC1C1=CC=C(C=C1)C1=CC=CC=C1)N=C(N2)O[C@H]2[C@@H]1[C@H](OC2)[C@@](CO1)(O)CCO ((3R,3aR,6R,6aS)-3-[[6-chloro-5-(4-phenylphenyl)-1H-imidazo[4,5-b]pyridin-2-yl]oxy]-6-(2-hydroxyethyl)-3,3a,5,6a-tetrahydro-2H-furo[3,2-b]furan-6-ol). RXN SMILES: [Cl:1][C:2]1[CH:3]=[C:4]2[NH:22][C:21]([O:23][C@@H:24]3[CH2:28][O:27][C@@H:26]4[C@:29]([CH2:33][CH:34]=[O:35])([OH:32])[CH2:30][O:31][C@H:25]34)=[N:20][C:5]2=[N:6][C:7]=1[C:8]1[CH:13]=[CH:12][C:11]([C:14]2[CH:19]=[CH:18][CH:17]=[CH:16][CH:15]=2)=[CH:10][CH:9]=1.[BH4-].[Na+]>CO>[Cl:1][C:2]1[CH:3]=[C:4]2[NH:22][C:21]([O:23][C@@H:24]3[CH2:28][O:27][C@@H:26]4[C@:29]([CH2:33][CH2:34][OH:35])([OH:32])[CH2:30][O:31][C@H:25]34)=[N:20][C:5]2=[N:6][C:7]=1[C:8]1[CH:13]=[CH:12][C:11]([C:14]2[CH:15]=[CH:16][CH:17]=[CH:18][CH:19]=2)=[CH:10][CH:9]=1 |f:1.2|. Reported procedure: A stirred suspension of 2-[(3R,3aR,6R,6aS)-3-[[6-chloro-5-(4-phenylphenyl)-1H-imidazo[4,5-b]pyridin-2-yl]oxy]-6-hydroxy-3,3a,5,6a-tetrahydro-2H-furo[3,2-b]furan-6-yl]acetaldehyde (12.9 mg, 0.026 mmol) in methanol (0.5 ml) was cooled to 0° C. in an ice bath. Sodium boro-hydride (3.5 mg, 0.093 mmol) was added to the reaction mixture, resulting in gas evolution. The reaction mixture was allowed to warm to room temperature overnight. The next day, the reaction mixture was directly purified by prepar... Product: O=C(O)CCc1c(C=C2C(=O)Nc3cc(-c4ccccc4)ccc32)[nH]c2c1CCCC2. The reactants are C1CCNCC1, CCO, O=Cc1[nH]c2c(c1CCC(=O)O)CCCC2, O=C1Cc2ccc(-c3ccccc3)cc2N1. As a reaction SMILES: [CH2:33]1[CH2:34][CH2:35][NH:36][CH2:37][CH2:38]1.[CH3:39][CH2:40][OH:41].[CH:17](=[O:18])[c:19]1[nH:20][c:21]2[c:26]([c:27]1[CH2:28][CH2:29][C:30](=[O:31])[OH:32])[CH2:25][CH2:24][CH2:23][CH2:22]2.[c:1]1(-[c:7]2[cH:8][cH:9][c:10]3[c:14]([cH:15]2)[NH:13][C:12](=[O:16])[CH2:11]3)[cH:2][cH:3][cH:4][cH:5][cH:6]1>>[c:1]1(-[c:7]2[cH:8][cH:9][c:10]3[c:14]([cH:15]2)[NH:13][C:12](=[O:16])[C:11]3=[CH:17][c:19]2[nH:20][c:21]3[c:26]([c:27]2[CH2:28][CH2:29][C:30](=[O:31])[OH:32])[CH2:25][CH2:24][CH2:23][CH2:22]3)[cH:2][cH:3][cH:4][cH:5][cH:6]1.